Dataset: the Open Reaction Database (ORD), a public repository of structured organic reaction records. Task: describe an organic reaction: reactants, conditions, products, and yield Starting materials: N#CCCCc1cc(=O)oc2ccc(Cl)cc12, O, O=S(=O)(O)O. Product: NC(=O)CCCc1cc(=O)oc2ccc(Cl)cc12. Reaction SMILES: [Cl:1][c:2]1[cH:3][cH:4][c:5]2[c:6]([c:7]([CH2:12][CH2:13][CH2:14][C:15]#[N:16])[cH:8][c:9](=[O:11])[o:10]2)[cH:17]1.[OH2:18].[S:19](=[O:20])(=[O:21])([OH:22])[OH:23]>>[Cl:1][c:2]1[cH:3][cH:4][c:5]2[c:6]([c:7]([CH2:12][CH2:13][CH2:14][C:15]([NH2:16])=[O:18])[cH:8][c:9](=[O:11])[o:10]2)[cH:17]1. Starting materials: Cl (hydrochloric acid), OC(C)(C)C1=CC(=NO1)C=C(C#N)C#N ({[5-(1-hydroxy-1-methylethyl)-isoxazol-3-yl]methylidene}malononitrile), solution, C(C)[Mg]Br (ethylmagnesium bromide). Reagents/catalysts: [Cu]I (copper(I) iodide). The solvent is O1CCOCC1 (1,4-dioxane), O1CCCC1 (tetrahydrofuran). Reaction conditions: time 1 hour. The product is OC(C)(C)C1=CC(=NO1)C(CC)C(C#N)C#N ({1-[5-(1-hydroxy-1-methylethyl)-isoxazol-3-yl]propyl}malononitrile). Reaction SMILES: [OH:1][C:2]([C:5]1[O:9][N:8]=[C:7]([CH:10]=[C:11]([C:14]#[N:15])[C:12]#[N:13])[CH:6]=1)([CH3:4])[CH3:3].[CH2:16]([Mg]Br)[CH3:17].Cl>O1CCOCC1.O1CCCC1.[Cu]I>[OH:1][C:2]([C:5]1[O:9][N:8]=[C:7]([CH:10]([CH:11]([C:12]#[N:13])[C:14]#[N:15])[CH2:16][CH3:17])[CH:6]=1)([CH3:4])[CH3:3]. Procedure details: 1.02 g of {[5-(1-hydroxy-1-methylethyl)-isoxazol-3-yl]methylidene}malononitrile was dissolved in 50 ml of 1,4-dioxane. Thereto, 0.05 g of copper(I) iodide was added and ml of a 3 M solution of ethylmagnesium bromide in tetrahydrofuran was then added under ice-cooling. The mixture was stirred for 1 hour under ice-cooling. The reaction mixture was added to 0.1 M hydrochloric acid and then extracted with ethyl acetate. The organic layer was dried over anhydrous magnesium sulfate, filtered and then ... The reactants are [Al+3], O=C(O)CCC1CCCCCCCCCC1, [H-], [H-], [H-], [H-], [Li+], C1CCOC1. The product is OCCCC1CCCCCCCCCC1. Reaction SMILES: [Al+3:18].[CH:1]1([CH2:12][CH2:13][C:14](=[O:15])[OH:16])[CH2:2][CH2:3][CH2:4][CH2:5][CH2:6][CH2:7][CH2:8][CH2:9][CH2:10][CH2:11]1.[H-:17].[H-:20].[H-:21].[H-:22].[Li+:19].[O:23]1[CH2:24][CH2:25][CH2:26][CH2:27]1>>[CH:1]1([CH2:12][CH2:13][CH2:14][OH:15])[CH2:2][CH2:3][CH2:4][CH2:5][CH2:6][CH2:7][CH2:8][CH2:9][CH2:10][CH2:11]1. Starting materials: C1=CC=CC=2C3=CC=CC=C3C(C12)COC(=O)NC(CC1=CNC2=CC=CC=C12)(C(=O)O)C (N-[(9H-fluoren-9-ylmethyloxy)carbonyl]-α-methyl-DL-tryptophan), FC1=C(C(=C(C(=C1O)F)F)F)F (pentafluorophenol), C1(CCCCC1)N=C=NC1CCCCC1 (dicyclohexylcarbodiimide), C1=CC=C(C=C1)CCN (2-phenethylamine). Run in C(C)(=O)OCC (ethyl acetate), C(C)(=O)OCC (ethyl acetate), C(C)(=O)OCC (ethyl acetate). Conditions: temperature 0 celsius, time 10 minute. Product: N1C=C(C2=CC=CC=C12)CC(C(NCCC1=CC=CC=C1)=O)(C)NC(OCC1C2=CC=CC=C2C=2C=CC=CC12)=O ((±)-9H-Fluoren-9-ylmethyl [1-(1H-indol-3-ylmethyl)-1-methyl-2-oxo-2-[(2-phenylethyl)amino]ethyl]carbamate). The yield is 34.3%. As a reaction SMILES: [CH:1]1[C:13]2[CH:12]([CH2:14][O:15][C:16]([NH:18][C:19]([CH3:33])([C:30](O)=[O:31])[CH2:20][C:21]3[C:29]4[C:24](=[CH:25][CH:26]=[CH:27][CH:28]=4)[NH:23][CH:22]=3)=[O:17])[C:11]3[C:6](=[CH:7][CH:8]=[CH:9][CH:10]=3)[C:5]=2[CH:4]=[CH:3][CH:2]=1.FC1C(O)=C(F)C(F)=C(F)C=1F.C1(N=C=NC2CCCCC2)CCCCC1.[CH:61]1[CH:66]=[CH:65][C:64]([CH2:67][CH2:68][NH2:69])=[CH:63][CH:62]=1>C(OCC)(=O)C>[NH:23]1[C:24]2[C:29](=[CH:28][CH:27]=[CH:26][CH:25]=2)[C:21]([CH2:20][C:19]([NH:18][C:16](=[O:17])[O:15][CH2:14][CH:12]2[C:11]3[CH:10]=[CH:9][CH:8]=[CH:7][C:6]=3[C:5]3[C:13]2=[CH:1][CH:2]=[CH:3][CH:4]=3)([CH3:33])[C:30](=[O:31])[NH:69][CH2:68][CH2:67][C:64]2[CH:65]=[CH:66][CH:61]=[CH:62][CH:63]=2)=[CH:22]1. Procedure details: To a solution of N-[(9H-fluoren-9-ylmethyloxy)carbonyl]-α-methyl-DL-tryptophan (8.80 g, 20 mmol) in dry ethyl acetate (350 mL) was added pentafluorophenol (3.68 g, 20 mmol) and stirred for 10 minutes. The reaction mixture was cooled to 0° C. and a solution of dicyclohexylcarbodiimide (20 mmol) in ethyl acetate (25 mL) was added dropwise. This solution was stirred for one hour at 0° C. then at room temperature for four hours before leaving it at 4° C. overnight. The mixture was filtered and the p... The reactants are CC[O-], CCO, C=CC(C)=O, ClC(Cl)Cl, [Na+], [Na], CCOP([O-])OCC. Product: CCOP(=O)(CCC(C)=O)OCC. As a reaction SMILES: [CH3:10][CH2:11][O-:12].[CH3:19][CH2:20][OH:21].[CH:14](=[CH2:15])[C:16](=[O:17])[CH3:18].[CH:22]([Cl:23])([Cl:24])[Cl:25].[Na+:9].[Na:13].[P:1]([O:2][CH2:3][CH3:4])([O:5][CH2:6][CH3:7])[O-:8]>>[P:1]([O:2][CH2:3][CH3:4])([O:5][CH2:6][CH3:7])(=[O:8])[CH2:15][CH2:14][C:16](=[O:17])[CH3:18]. Starting materials: C(C)(C)(C)OC(=O)NC(CO)CC1=CC(=NO1)OS(=O)(=O)C1=CC=CC=C1 (2-tert-butoxycarbonylamino-3-(3-benzenesulfonyloxyisoxazol-5-yl)-1-propanol), ClC=1C=CC2=C(C(=NO2)O)C1 (5-chloro-3-hydroxy-1,2-benzoisoxazole), C1(=CC=CC=C1)P(C1=CC=CC=C1)C1=CC=CC=C1 (triphenylphosphine), N(=NC(=O)OCC)C(=O)OCC (diethyl azodicarboxylate). The solvent is O1CCCC1 (tetrahydrofuran). As a reaction SMILES: [C:1]([O:5][C:6]([NH:8][CH:9]([CH2:12][C:13]1[O:17][N:16]=[C:15]([O:18][S:19]([C:22]2[CH:27]=[CH:26][CH:25]=[CH:24][CH:23]=2)(=[O:21])=[O:20])[CH:14]=1)[CH2:10][OH:11])=[O:7])([CH3:4])([CH3:3])[CH3:2].[Cl:28][C:29]1[CH:30]=[CH:31][C:32]2[O:36][N:35]=[C:34](O)[C:33]=2[CH:38]=1.C1(P(C2C=CC=CC=2)C2C=CC=CC=2)C=CC=CC=1.N(C(OCC)=O)=NC(OCC)=O>O1CCCC1>[C:1]([O:5][C:6]([NH:8][CH:9]([CH2:12][C:13]1[O:17][N:16]=[C:15]([O:18][S:19]([C:22]2[CH:27]=[CH:26][CH:25]=[CH:24][CH:23]=2)(=[O:20])=[O:21])[CH:14]=1)[CH2:10][O:11][C:34]1[C:33]2[CH:38]=[C:29]([Cl:28])[CH:30]=[CH:31][C:32]=2[O:36][N:35]=1)=[O:7])([CH3:4])([CH3:2])[CH3:3]. The yield is 73.4%. Yields the product C(C)(C)(C)OC(=O)NC(COC1=NOC2=C1C=C(C=C2)Cl)CC2=CC(=NO2)OS(=O)(=O)C2=CC=CC=C2 (3-[2-tert-butoxycarbonylamino-3-(3-benzenesulfonyloxy-5-isoxazolyl)propoxy]-5-chloro-1,2-benzoisoxazole). Reported procedure: To a solution of 0.5 g of 2-tert-butoxycarbonylamino-3-(3-benzenesulfonyloxyisoxazol-5-yl)-1-propanol in 5 ml of tetrahydrofuran are added 0.21 g of 5-chloro-3-hydroxy-1,2-benzoisoxazole, 0.43 g of triphenylphosphine and 0.28 g of diethyl azodicarboxylate with ice-cooling, and they are subjected to reaction at room temperature for 24 hours. Thereafter, the solvent is removed by distillation under reduced pressure. The residue obtained is purified by a column chromatography [eluant:n-hexane:ethyl... Reactants: CCN(CC)C(=S)Cl, c1ccncc1, O=S(=O)(CC1CCCC1)c1nc[nH]n1. Yields the product CCN(CC)C(=S)n1cnc(S(=O)(=O)CC2CCCC2)n1. As a reaction SMILES: [CH2:1]([CH3:2])[N:3]([C:4](=[S:5])[Cl:6])[CH2:7][CH3:8].[cH:23]1[cH:24][cH:25][n:26][cH:27][cH:28]1.[nH:9]1[n:10][c:11]([S:14](=[O:15])(=[O:16])[CH2:17][CH:18]2[CH2:19][CH2:20][CH2:21][CH2:22]2)[n:12][cH:13]1>>[CH2:1]([CH3:2])[N:3]([C:4](=[S:5])[n:9]1[n:10][c:11]([S:14](=[O:15])(=[O:16])[CH2:17][CH:18]2[CH2:19][CH2:20][CH2:21][CH2:22]2)[n:12][cH:13]1)[CH2:7][CH3:8].